describe an organic reaction: reactants, conditions, products, and yield From a dataset of the Open Reaction Database (ORD), a public repository of structured organic reaction records. Reaction SMILES: Cl[C:2]1[N:7]=[C:6]2[N:8]=[C:9]([NH2:12])[CH:10]=[CH:11][C:5]2=[N:4][CH:3]=1.[C:13]1(B(O)O)[CH:18]=[CH:17][CH:16]=[CH:15][CH:14]=1.C(=O)([O-])[O-].[Na+].[Na+]>CN(C)C=O.O.C1C=CC([P]([Pd]([P](C2C=CC=CC=2)(C2C=CC=CC=2)C2C=CC=CC=2)([P](C2C=CC=CC=2)(C2C=CC=CC=2)C2C=CC=CC=2)[P](C2C=CC=CC=2)(C2C=CC=CC=2)C2C=CC=CC=2)(C2C=CC=CC=2)C2C=CC=CC=2)=CC=1>[C:13]1([C:2]2[N:7]=[C:6]3[N:8]=[C:9]([NH2:12])[CH:10]=[CH:11][C:5]3=[N:4][CH:3]=2)[CH:18]=[CH:17][CH:16]=[CH:15][CH:14]=1 |f:2.3.4,5.6,^1:37,39,58,77|. Yields the product C1(=CC=CC=C1)C1=CN=C2C(=N1)N=C(C=C2)N (3-phenylpyrido[2,3-b]pyrazin-6-ylamine). The reagents and catalysts are C=1C=CC(=CC1)[P](C=2C=CC=CC2)(C=3C=CC=CC3)[Pd]([P](C=4C=CC=CC4)(C=5C=CC=CC5)C=6C=CC=CC6)([P](C=7C=CC=CC7)(C=8C=CC=CC8)C=9C=CC=CC9)[P](C=1C=CC=CC1)(C=1C=CC=CC1)C=1C=CC=CC1 (tetrakis(triphenylphosphine)palladium(0)). The reactants are ClC1=CN=C2C(=N1)N=C(C=C2)N (3-chloropyrido[2,3-b]pyrazin-6-ylamine), C1(=CC=CC=C1)B(O)O (phenylboronic acid), C([O-])([O-])=O.[Na+].[Na+] (sodium carbonate). Conditions: temperature 80 celsius, time 2 hour. Procedure: 1.00 g of 3-chloropyrido[2,3-b]pyrazin-6-ylamine (5.54 mmol), 743 mg of phenylboronic acid (6.09 mmol), 640 mg of tetrakis(triphenylphosphine)palladium(0) (0.55 mmol) and 1.76 g of sodium carbonate (16.6 mmol) were initially charged in 100 ml of dimethylformamide/water (1:1) under nitrogen as a protective gas and stirred at 80° C. for 2 h. Once the reaction had ended, the mixture was filtered off with suction and the filtrate was poured onto 800 ml of distilled water. The aqueous phase was extra... The solvent is CN(C=O)C.O (dimethylformamide water).